From a dataset of the Open Reaction Database (ORD), a public repository of structured organic reaction records. describe an organic reaction: reactants, conditions, products, and yield Starting materials: C(C)OC(CN(S(=O)(=O)NC(=O)OC(C)(C)C)C1=C(C=C(C=C1)CC1C(NC2=C(C(N1)=O)C=CC=C2)=O)OCC2=CC=CC=C2)=O (N-[2-benzyloxy-4-(2,5-dioxo-2,3,4,5-tetrahydro-1H-benzo[1,4]diazepin-3-ylmethyl)-phenyl]-N-[t-butyloxycarbonylaminosulfonyl]-amino-acetic acid ethyl ester). Solvent: C(Cl)Cl.FC(F)(F)C(=O)O.C(C)[SiH](CC)CC (CH2Cl2-TFA triethylsilane). Reaction conditions: time 1 hour. The product is C(C)OC(CN(S(=O)(=O)N)C1=C(C=C(C=C1)CC1C(NC2=C(C(N1)=O)C=CC=C2)=O)OCC2=CC=CC=C2)=O (N-[2-benzyloxy-4-(2,5-dioxo-2,3,4,5-tetrahydro-1H-benzo[1,4]diazepin-3-ylmethyl)-phenyl]-N-[aminosulfonyl]-amino-acetic acid ethyl ester). RXN SMILES: [CH2:1]([O:3][C:4](=[O:46])[CH2:5][N:6]([C:18]1[CH:23]=[CH:22][C:21]([CH2:24][CH:25]2[NH:31][C:30](=[O:32])[C:29]3[CH:33]=[CH:34][CH:35]=[CH:36][C:28]=3[NH:27][C:26]2=[O:37])=[CH:20][C:19]=1[O:38][CH2:39][C:40]1[CH:45]=[CH:44][CH:43]=[CH:42][CH:41]=1)[S:7]([NH:10]C(OC(C)(C)C)=O)(=[O:9])=[O:8])[CH3:2]>C(Cl)Cl.FC(C(O)=O)(F)F.C([SiH](CC)CC)C>[CH2:1]([O:3][C:4](=[O:46])[CH2:5][N:6]([C:18]1[CH:23]=[CH:22][C:21]([CH2:24][CH:25]2[NH:31][C:30](=[O:32])[C:29]3[CH:33]=[CH:34][CH:35]=[CH:36][C:28]=3[NH:27][C:26]2=[O:37])=[CH:20][C:19]=1[O:38][CH2:39][C:40]1[CH:41]=[CH:42][CH:43]=[CH:44][CH:45]=1)[S:7]([NH2:10])(=[O:8])=[O:9])[CH3:2] |f:1.2.3|. Procedure: The title M compound, N-[2-benzyloxy-4-(2,5-dioxo-2,3,4,5-tetrahydro-1H-benzo[1,4]diazepin-3-ylmethyl)-phenyl]-N-[t-butyloxycarbonylaminosulfonyl]-amino-acetic acid ethyl ester (124 mg, 0.19 mmol) is dissolved in CH2Cl2-TFA-triethylsilane (2.5:7:0.5, 1.5 mL) and the solution is stirred at RT for 1 h and evaporated. The residue is dissolved in EtOAc and the solution is washed twice with saturated aqueous NaHCO3 and brine, dried over anhydrous MgSO4, filtered and evaporated to give N-[2-benzyloxy-... The solvent is C(=O)(C(F)(F)F)O (TFA). Procedure details: To a stirred solution of trans-racemic-2-phenylcyclohexyl acetate (5.60 g, 25.7 mmol) under nitrogen in TFA (50 ml) at 0° C. was added N-iodosuccinimide (5.77 g, 25.7 mmol) portionwise over 5 minutes. The mixture was allowed to warm and stir at room temperature for 3 hours. The mixture was concentrated under reduced pressure. The resultant oil was chromatographed using an 80 g silica gel cartridge eluted with 0-20% ethyl acetate in hexanes over 15 column volumes. The desired product fractions we... The reactants are C(C)(=O)O[C@H]1[C@@H](CCCC1)C1=CC=CC=C1 (trans-racemic-2-phenylcyclohexyl acetate), IN1C(CCC1=O)=O (N-iodosuccinimide). As a reaction SMILES: [C:1]([O:4][C@@H:5]1[CH2:10][CH2:9][CH2:8][CH2:7][C@H:6]1[C:11]1[CH:16]=[CH:15][CH:14]=[CH:13][CH:12]=1)(=[O:3])[CH3:2].[I:17]N1C(=O)CCC1=O>C(O)(C(F)(F)F)=O>[C:1]([O:4][C@@H:5]1[CH2:10][CH2:9][CH2:8][CH2:7][C@H:6]1[C:11]1[CH:16]=[CH:15][C:14]([I:17])=[CH:13][CH:12]=1)(=[O:3])[CH3:2]. Yields the product C(C)(=O)O[C@H]1[C@@H](CCCC1)C1=CC=C(C=C1)I (trans-racemic-2-(4-iodophenyl)cyclohexyl acetate). Run at time 3 hour. Reactants: CCOC=C(C(=O)OCC)C(=O)OCC, CN(C)C=O, Nc1ncnc2cc(Cl)ccc12. Yields the product CCOC(=O)C(=CNc1ncnc2cc(Cl)ccc12)C(=O)OCC. Reaction SMILES: [CH2:13]([O:14][CH:16]=[C:17]([C:18](=[O:19])[O:20][CH2:21][CH3:22])[C:23](=[O:24])[O:25][CH2:26][CH3:27])[CH3:15].[CH3:28][N:29]([CH3:30])[CH:31]=[O:32].[NH2:1][c:2]1[n:3][cH:4][n:5][c:6]2[cH:7][c:8]([Cl:12])[cH:9][cH:10][c:11]12>>[NH:1]([c:2]1[n:3][cH:4][n:5][c:6]2[cH:7][c:8]([Cl:12])[cH:9][cH:10][c:11]12)[CH:16]=[C:17]([C:18](=[O:19])[O:20][CH2:21][CH3:22])[C:23](=[O:24])[O:25][CH2:26][CH3:27]. Starting materials: C(CC)(=O)N1C(OC2=C1C=CC=C2)=O (N-propionyl-2-benzoxazolinone), C(CCC=C)=O (4-pentenal). Product: C[C@@H](C(=O)N1C(OC2=C1C=CC=C2)=O)[C@H](CCC=C)O ((±)-N-[(2R*,3S*)-(2-methyl-3-hydroxy-6-heptenoyl)]-2-benzoxazolone). RXN SMILES: [C:1]([N:5]1[C:9]2[CH:10]=[CH:11][CH:12]=[CH:13][C:8]=2[O:7][C:6]1=[O:14])(=[O:4])[CH2:2][CH3:3].[CH:15](=[O:20])[CH2:16][CH2:17][CH:18]=[CH2:19]>>[CH3:3][C@H:2]([C@@H:15]([OH:20])[CH2:16][CH2:17][CH:18]=[CH2:19])[C:1]([N:5]1[C:9]2[CH:10]=[CH:11][CH:12]=[CH:13][C:8]=2[O:7][C:6]1=[O:14])=[O:4]. Procedure details: Was prepared according to the method of paragraph C by reaction of N-propionyl-2-benzoxazolinone with 4-pentenal. 13C-NMR (CDCl3, 100 MHz): δ 176.28, 151.07, 142.20, 137.96, 127.75, 125.50, 124.89, 116.26, 115.19, 109.89, 70.93, 43.76, 33.12, 30.16, 10.21. Starting materials: CC(C)(C)OC(=O)NC(Cc1ccccc1)C(=O)N1CCN(C(c2ccc(F)cc2)c2ccc(F)cc2)CC1, ClCCl, [Na+], O=C([O-])O, O=C(O)C(F)(F)F. Product: NC(Cc1ccccc1)C(=O)N1CCN(C(c2ccc(F)cc2)c2ccc(F)cc2)CC1. As a reaction SMILES: [C:1]([O:2][C:3](=[O:4])[NH:7][CH:8]([C:9](=[O:10])[N:11]1[CH2:12][CH2:13][N:14]([CH:17]([c:18]2[cH:19][cH:20][c:21]([F:24])[cH:22][cH:23]2)[c:25]2[cH:26][cH:27][c:28]([F:31])[cH:29][cH:30]2)[CH2:15][CH2:16]1)[CH2:32][c:33]1[cH:34][cH:35][cH:36][cH:37][cH:38]1)([CH3:5])([CH3:6])[CH3:39].[Cl:52][CH2:53][Cl:54].[Na+:51].[O-:47][C:48]([OH:49])=[O:50].[OH:40][C:41]([C:42]([F:43])([F:44])[F:45])=[O:46]>>[NH2:7][CH:8]([C:9](=[O:10])[N:11]1[CH2:12][CH2:13][N:14]([CH:17]([c:18]2[cH:19][cH:20][c:21]([F:24])[cH:22][cH:23]2)[c:25]2[cH:26][cH:27][c:28]([F:31])[cH:29][cH:30]2)[CH2:15][CH2:16]1)[CH2:32][c:33]1[cH:34][cH:35][cH:36][cH:37][cH:38]1. RXN SMILES: [Mg].F[C:3]1[CH:8]=[CH:7][CH:6]=[CH:5][C:4]=1Br.[CH:10]1[CH2:14][CH:13]=[CH:12][CH:11]=1>O1CCCC1>[C:11]12[CH2:10][C:14](=[CH:13][CH:12]=1)[C:4]1[CH:5]=[CH:6][CH:7]=[CH:8][C:3]2=1. The solvent is O1CCCC1 (tetrahydrofuran), O1CCCC1 (tetrahydrofuran). Product: C=12C3=C(C(=CC1)C2)C=CC=C3 (benzonorbornadiene). The reactants are [Mg] (magnesium), organomagnesium, solution, FC1=C(C=CC=C1)Br (ortho-fluorobromobenzene), C1=CC=CC1 (cyclopentadiene). The yield is 40.0%. Run at time 1 hour. Reported procedure: 10 g of magnesium turnings which are covered with approximately 75 cm3 of anhydrous tetrahydrofuran are placed in a round flask fitted with a condenser, a thermometer, a nitrogen inlet, a dropping funnel, and protected from atmospheric moisture by a calcium chloride tube. 25 cm3 of a solution, prepared beforehand, of 65 g of ortho-fluorobromobenzene and 26 g of cyclopentadiene in 200 cm3 of anhydrous tetrahydrofuran are then added. The formation of the organomagnesium compound is initiated by he... Starting materials: C(C)(=O)C1=[N+](C2=CC=CC=C2[N+](=C1COC1OCCCC1)[O-])[O-] (2-acetyl-3-(2-tetrahydropyranyloxymethyl)quinoxaline 1,4-dioxide). Solvent: C(C)(=O)O (acetic acid). The product is OC1(OCC=2C1=[N+](C1=CC=CC=C1[N+]2[O-])[O-])C (1-hydroxy-1-methyl-1,3-dihydrofuro[3,4-b]quinoxaline 4,9-dioxide). Yield: 84.0%. As a reaction SMILES: C([C:4]1[C:13]([CH2:14][O:15][CH:16]2[CH2:21]CCC[O:17]2)=[N+:12]([O-:22])[C:11]2[C:6](=[CH:7][CH:8]=[CH:9][CH:10]=2)[N+:5]=1[O-:23])(=O)C>C(O)(=O)C>[OH:17][C:16]1([CH3:21])[C:4]2=[N+:5]([O-:23])[C:6]3[C:11]([N+:12]([O-:22])=[C:13]2[CH2:14][O:15]1)=[CH:10][CH:9]=[CH:8][CH:7]=3. Procedure: A mixture of 0.578 g. (1.8 mmol.) of 2-acetyl-3-(2-tetrahydropyranyloxymethyl)quinoxaline 1,4-dioxide and 5.7 ml. of 40% aqueous acetic acid (prepared by mixing 40 parts of glacial acetic acid and 60 parts of water) was maintained at 40° C. for 3 hours. The solvents were removed by evaporation in vacuo. To the residue was added a small quantity of ethyl acetate, which was then removed by evaporation in vacuo. This procedure of adding ethyl acetate and then removing it by evaporation in vacuo was... Reactants: O (water), BrC(C)C (2-Bromopropane), C(=O)([O-])[O-].[K+].[K+] (K2CO3), [N+](=O)([O-])C=1NC=CN1 (2-nitroimidazole). The solvent is CN(C)C=O (DMF). Conditions: temperature 60 celsius, time 4 hour. Product: C(C)(C)N1C(=NC=C1)[N+](=O)[O-] (1-isopropyl-2-nitro-1H-imidazole). RXN SMILES: Br[CH:2]([CH3:4])[CH3:3].C([O-])([O-])=O.[K+].[K+].[N+:11]([C:14]1[NH:15][CH:16]=[CH:17][N:18]=1)([O-:13])=[O:12].O>CN(C=O)C>[CH:2]([N:15]1[CH:16]=[CH:17][N:18]=[C:14]1[N+:11]([O-:13])=[O:12])([CH3:4])[CH3:3] |f:1.2.3|. Reported procedure: 2-Bromopropane (7 mmol) and K2CO3 (13 mmol) were added to a solution of 2-nitroimidazole (4 mmol) in DMF (10 mL). The mixture was stirred at 60° C. for 4 h. The contents were cooled to room temperature and water (20 mL) was added and the mixture was extracted with EtOAc (3×10 mL). The combined extracts were dried over MgSO4, filtered and the solvent was removed in vacuo to afford 1-isopropyl-2-nitro-1H-imidazole. The product used for further transformation without further purification. Starting materials: ClC1=CC=C(S1)C(=O)CC(C(=O)O)C (3-(5-chloro-2-thenoyl)-2-methylpropionic acid), N1[C@H](C(=O)O)CCC1 (L-proline). The product is ClC1=CC=C(S1)C(=O)CC(C(=O)N1[C@H](C(=O)O)CCC1)C (1-[3-(5-chloro-2-thenoyl)-2-methylpropionyl]-L-proline). As a reaction SMILES: [Cl:1][C:2]1[S:6][C:5]([C:7]([CH2:9][CH:10]([CH3:14])[C:11]([OH:13])=O)=[O:8])=[CH:4][CH:3]=1.[NH:15]1[CH2:22][CH2:21][CH2:20][C@H:16]1[C:17]([OH:19])=[O:18]>>[Cl:1][C:2]1[S:6][C:5]([C:7]([CH2:9][CH:10]([CH3:14])[C:11]([N:15]2[CH2:22][CH2:21][CH2:20][C@H:16]2[C:17]([OH:19])=[O:18])=[O:13])=[O:8])=[CH:4][CH:3]=1. Reported procedure: As for Example 1, 3-(5-chloro-2-thenoyl)-2-methylpropionic acid is reacted with L-proline to give 1-[3-(5-chloro-2-thenoyl)-2-methylpropionyl]-L-proline. The mixture of diastereomers is separated. Bromination of [R]-1-[3-(5-chloro-2-thenoyl)-2-methylpropionyl]-L-proline and reaction of the brominated product with sodium thioacetate in acetonitrile gives a mixture of [S-(R*,S*)] and [S-(R*,R*)] isomers of the product of the Example as a glass. Yields the product Cc1cccc2c1C(=CNc1cc(-c3ccco3)[nH]n1)C(=O)N2. RXN SMILES: [NH2:26][c:27]1[cH:28][cH:29][nH:30][n:31]1.[NH2:32][c:33]1[n:34][nH:35][c:36](-[c:38]2[o:39][cH:40][cH:41][cH:42]2)[cH:37]1.[O:43]1[CH2:44][CH2:45][CH2:46][CH2:47]1.[OH:14][CH:15]=[C:16]1[C:17](=[O:18])[NH:19][c:20]2[c:21]1[cH:22][cH:23][cH:24][cH:25]2.[OH:1][CH:2]=[C:3]1[C:4](=[O:13])[NH:5][c:6]2[cH:7][cH:8][cH:9][c:10]([CH3:12])[c:11]21>>[CH:2](=[C:3]1[C:4](=[O:13])[NH:5][c:6]2[cH:7][cH:8][cH:9][c:10]([CH3:12])[c:11]21)[NH:32][c:33]1[n:34][nH:35][c:36](-[c:38]2[o:39][cH:40][cH:41][cH:42]2)[cH:37]1. Reactants: Nc1cc[nH]n1, Nc1cc(-c2ccco2)[nH]n1, C1CCOC1, O=C1Nc2ccccc2C1=CO, Cc1cccc2c1C(=CO)C(=O)N2.